describe an organic reaction: reactants, conditions, products, and yield From a dataset of the Open Reaction Database (ORD), a public repository of structured organic reaction records. Reactants: C(CCCCCC)Br (n-heptyl bromide), FC=1C=C(C=C(C1F)F)OCC1CC[SiH](CC1)Cl (4-(3,4,5-trifluorophenyloxymethyl)-1-chloro-1-silacyclohexane). Product: FC=1C=C(C=C(C1F)F)OC[C@@H]1CC[Si@H](CC1)CCCCCCC (trans-4-(3,4,5-trifluorophenyloxymethyl)-1-n-heptyl-1-silacyclohexane). RXN SMILES: [CH2:1](Br)[CH2:2][CH2:3][CH2:4][CH2:5][CH2:6][CH3:7].[F:9][C:10]1[CH:11]=[C:12]([O:18][CH2:19][CH:20]2[CH2:25][CH2:24][SiH:23](Cl)[CH2:22][CH2:21]2)[CH:13]=[C:14]([F:17])[C:15]=1[F:16]>>[F:17][C:14]1[CH:13]=[C:12]([O:18][CH2:19][C@H:20]2[CH2:21][CH2:22][Si@H:23]([CH2:1][CH2:2][CH2:3][CH2:4][CH2:5][CH2:6][CH3:7])[CH2:24][CH2:25]2)[CH:11]=[C:10]([F:9])[C:15]=1[F:16]. Reported procedure: The general procedure of Example 1 was repeated using n-heptyl bromide and 4-(3,4,5-trifluorophenyloxymethyl)-1-chloro-1-silacyclohexane, thereby obtaining the intended product.